Dataset: the Open Reaction Database (ORD), a public repository of structured organic reaction records. Task: describe an organic reaction: reactants, conditions, products, and yield Reactants: [OH-].[Na+] (sodium hydroxide), ClC=1C=C(C(=O)Cl)C=CC1Cl (3,4-dichlorobenzoyl chloride), CC(CN)(CCCC)N(C)C (2-methyl-2-dimethylamino-hexylamine). Run in O (water), C1=CC=CC=C1 (benzene), C1=CC=CC=C1 (benzene). Yields the product ClC=1C=C(C(=O)NCC(CCCC)(N(C)C)C)C=CC1Cl (3,4-dichloro-N-[2-methyl-2-dimethylamino-hexyl]benzamide). RXN SMILES: [Cl:1][C:2]1[CH:3]=[C:4]([CH:8]=[CH:9][C:10]=1[Cl:11])[C:5](Cl)=[O:6].[CH3:12][C:13]([N:20]([CH3:22])[CH3:21])([CH2:16][CH2:17][CH2:18][CH3:19])[CH2:14][NH2:15].[OH-].[Na+]>C1C=CC=CC=1.O>[Cl:1][C:2]1[CH:3]=[C:4]([CH:8]=[CH:9][C:10]=1[Cl:11])[C:5]([NH:15][CH2:14][C:13]([CH3:12])([N:20]([CH3:22])[CH3:21])[CH2:16][CH2:17][CH2:18][CH3:19])=[O:6] |f:2.3|. Procedure: A solution of 3,4-dichlorobenzoyl chloride (2.1 g.,) in dry benzene (25 ml.) was added to a solution of 2-methyl-2-dimethylamino-hexylamine (1.58 g.,) in dry benzene (25 ml.) and the mixture heated under reflux for 1.5 hrs.. The mixture was diluted with water, basified with 2N sodium hydroxide solution, and extracted with benzene (4 × 100 ml.). The combined benzene extracts were washed with water (4 × 50 ml.), dried (Na2SO4) and evaporated affording 3,4-dichloro-N-[2-methyl-2-dimethylamino-hexyl... Reactants: C1(CC1)C(C)(C1=C(C=C(C=C1)F)F)C1=CNC2=C(C=CC=C12)CSC (3-[1-Cyclopropyl-1-(2,4-difluorophenyl)ethyl]-7-[(methylsulfanyl)methyl]-1H-indole), CC(CC#N)C(C1=CC=C(C=C1)C(F)(F)F)C1=CNC2=C(C=CC=C12)CS(=O)C (3-Methyl-4-{7-[(methylsulfinyl)methyl]-1H-indol-3-yl}-4-[4-(trifluoromethyl)phenyl]butanonitrile). Product: C1(CC1)C(C)(C1=C(C=C(C=C1)F)F)C1=CNC2=C(C=CC=C12)CS(=O)C (3-[1-Cyclopropyl-1-(2,4-difluorophenyl)ethyl]-7-[(methylsulfinyl)methyl]-1H-indole). RXN SMILES: [CH:1]1([C:4]([C:14]2[C:22]3[C:17](=[C:18]([CH2:23][S:24][CH3:25])[CH:19]=[CH:20][CH:21]=3)[NH:16][CH:15]=2)([C:6]2[CH:11]=[CH:10][C:9]([F:12])=[CH:8][C:7]=2[F:13])[CH3:5])[CH2:3][CH2:2]1.CC(C(C1C2C(=C(CS(C)=[O:53])C=CC=2)NC=1)C1C=CC(C(F)(F)F)=CC=1)CC#N>>[CH:1]1([C:4]([C:14]2[C:22]3[C:17](=[C:18]([CH2:23][S:24]([CH3:25])=[O:53])[CH:19]=[CH:20][CH:21]=3)[NH:16][CH:15]=2)([C:6]2[CH:11]=[CH:10][C:9]([F:12])=[CH:8][C:7]=2[F:13])[CH3:5])[CH2:3][CH2:2]1. Procedure: The title compound was prepared starting from 217 mg (94% purity, 0.61 mmol) of the compound from Example 96 in analogy to the synthesis of the compound from Example 91. 212 mg (99% of theory) of the target compound were obtained as mixture of diastereomers. The reactants are OC1=CC=C(C=O)C=C1 (4-hydroxybenzaldehyde), BrCC(C(F)(F)F)O (3-bromo-1,1,1-trifluoropropan-2-ol). The product is FC(C(COC1=CC=C(C=O)C=C1)O)(F)F (4-(3,3,3-Trifluoro-2-hydroxypropoxy)benzaldehyde). The yield is 84.0%. As a reaction SMILES: [OH:1][C:2]1[CH:9]=[CH:8][C:5]([CH:6]=[O:7])=[CH:4][CH:3]=1.Br[CH2:11][CH:12]([OH:17])[C:13]([F:16])([F:15])[F:14]>>[F:14][C:13]([F:16])([F:15])[CH:12]([OH:17])[CH2:11][O:1][C:2]1[CH:9]=[CH:8][C:5]([CH:6]=[O:7])=[CH:4][CH:3]=1. Procedure details: The title compound is prepared analogously to Example 12A from 4-hydroxybenzaldehyde and 3-bromo-1,1,1-trifluoropropan-2-ol. The reactants are O=C([O-])[O-], CCO, CCOC(C)=O, Cc1cc(C=O)cc(C)c1OC(C)C, Cl, NO, [Na+], [Na+]. Yields the product Cc1cc(C=NO)cc(C)c1OC(C)C. RXN SMILES: [C:18](=[O:19])([O-:20])[O-:21].[CH3:24][CH2:25][OH:26].[CH3:27][CH2:28][O:29][C:30]([CH3:31])=[O:32].[CH:1]([CH3:2])([CH3:3])[O:4][c:5]1[c:6]([CH3:14])[cH:7][c:8]([CH:9]=[O:10])[cH:11][c:12]1[CH3:13].[ClH:15].[NH2:16][OH:17].[Na+:22].[Na+:23]>>[CH:1]([CH3:2])([CH3:3])[O:4][c:5]1[c:6]([CH3:14])[cH:7][c:8]([CH:9]=[N:16][OH:17])[cH:11][c:12]1[CH3:13]. Starting materials: ClC1=C(C(=O)OCC)C(=CC(=C1)CCC)C=O (ethyl 2-chloro-6-formyl-4-propylbenzoate), CCCCCC (hexane), [H-].[Na+] (sodium hydride), COC(=O)CP(=O)(OC)OC (trimethyl phosphonoacetate). The solvent is C1CCOC1 (THF), C1CCOC1 (THF). Run at time 30 minute. The product is ClC1=C(C(=O)OCC)C(=CC(=C1)CCC)\C=C\C(=O)OC ((E)-Ethyl 2-chloro-6-(3-methoxy-3-oxoprop-1-enyl)-4-propylbenzoate). Isolated yield 94.3%. RXN SMILES: CCCCCC.[H-].[Na+].[CH3:9][O:10][C:11]([CH2:13]P(OC)(OC)=O)=[O:12].[Cl:20][C:21]1[CH:31]=[C:30]([CH2:32][CH2:33][CH3:34])[CH:29]=[C:28]([CH:35]=O)[C:22]=1[C:23]([O:25][CH2:26][CH3:27])=[O:24]>C1COCC1>[Cl:20][C:21]1[CH:31]=[C:30]([CH2:32][CH2:33][CH3:34])[CH:29]=[C:28](/[CH:35]=[CH:13]/[C:11]([O:10][CH3:9])=[O:12])[C:22]=1[C:23]([O:25][CH2:26][CH3:27])=[O:24] |f:1.2|. Procedure: To a suspension of hexane-washed sodium hydride (0.14 g of 60% suspension in mineral oil, 3.45 mmol) in 20 mL of THF was added trimethyl phosphonoacetate (0.56 mL, 3.45 mmol). The resulting mixture was stirred for 30 min at ambient temperature, at which time a white slurry was obtained. To this slurry was added ethyl 2-chloro-6-formyl-4-propylbenzoate (0.80 g, 3.14 mmol) dropwise in 5 mL of THF. The resulting solution was stirred at ambient temperature for 1 h, at which time the mixture had beco... The product is N1[C@H](C(=O)N2[C@H](C(=O)N[C@@H](CC(C)C)C(=O)O)CCC2)CCC1.CN1CC[C@]23C4=C5C=CC(=C4O[C@H]2C(=O)CC[C@]3([C@H]1C5)O)OC (Pro-Pro-Leu Oxycodone). Procedure: To a solution of Leu-Oxycodone (1.0 eq) in dimethylformamide (10 ml/0.1 mmol) was added 4-methylmorpholine (10 eq) and Boc-Pro-Pro-OSu (2 eq). The reaction was stirred at ambient temperatures for 18 hours, quenched with water, and solvents removed. Crude protected product was purified using reverse phase HPLC. Deprotection occurred using 4N HCl in dioxane (20 ml/mmol) to obtain Pro-Pro-Leu-Oxycodone. The reactants are N[C@@H](CC(C)C)C(=O)O.CN1CC[C@]23C4=C5C=CC(=C4O[C@H]2C(=O)CC[C@]3([C@H]1C5)O)OC (Leu Oxycodone), CN(C=O)C (dimethylformamide), CN1CCOCC1 (4-methylmorpholine), N1([C@H](C(=O)N2[C@H](C(=O)ON3C(=O)CCC3=O)CCC2)CCC1)C(=O)OC(C)(C)C (Boc-Pro-Pro-OSu). RXN SMILES: [NH2:1][C@H:2]([C:7]([OH:9])=[O:8])[CH2:3][CH:4]([CH3:6])[CH3:5].[CH3:10][N:11]1[C@@H:28]2[CH2:29][C:16]3[CH:17]=[CH:18][C:19]([O:31][CH3:32])=[C:20]4[O:21][C@H:22]5[C:23]([CH2:25][CH2:26][C@:27]2([OH:30])[C@:14]5([C:15]=34)[CH2:13][CH2:12]1)=[O:24].CN(C)C=O.CN1CCOCC1.[N:45]1(C(OC(C)(C)C)=O)[CH2:66][CH2:65][CH2:64][C@H:46]1[C:47]([N:49]1[CH2:63][CH2:62][CH2:61][C@H:50]1[C:51](ON1C(=O)CCC1=O)=[O:52])=[O:48]>>[NH:45]1[CH2:66][CH2:65][CH2:64][C@H:46]1[C:47]([N:49]1[CH2:63][CH2:62][CH2:61][C@H:50]1[C:51]([NH:1][C@H:2]([C:7]([OH:9])=[O:8])[CH2:3][CH:4]([CH3:6])[CH3:5])=[O:52])=[O:48].[CH3:10][N:11]1[C@@H:28]2[CH2:29][C:16]3[CH:17]=[CH:18][C:19]([O:31][CH3:32])=[C:20]4[O:21][C@H:22]5[C:23]([CH2:25][CH2:26][C@:27]2([OH:30])[C@:14]5([C:15]=34)[CH2:13][CH2:12]1)=[O:24] |f:0.1,5.6|. Conditions: time 18 hour. Starting materials: FC(C(=O)NC1=C(C=C(C=C1)S(NC=1SC=CN1)(=O)=O)F)(F)F (2,2,2-trifluoro-N-(2-fluoro-4-(N-thiazol-2-ylsulfamoyl)phenyl)acetamide), [OH-].[Na+] (NaOH), Cl (hydrochloric acid). Solvent: O (H2O). Conditions: temperature 0 celsius, time 20 minute. The product is NC1=C(C=C(C=C1)S(=O)(=O)NC=1SC=CN1)F (4-amino-3-fluoro-N-(thiazol-2-yl)benzenesulfonamide). Isolated yield 69.5%. RXN SMILES: FC(F)(F)C([NH:5][C:6]1[CH:11]=[CH:10][C:9]([S:12](=[O:20])(=[O:19])[NH:13][C:14]2[S:15][CH:16]=[CH:17][N:18]=2)=[CH:8][C:7]=1[F:21])=O.[OH-].[Na+].Cl>O>[NH2:5][C:6]1[CH:11]=[CH:10][C:9]([S:12]([NH:13][C:14]2[S:15][CH:16]=[CH:17][N:18]=2)(=[O:20])=[O:19])=[CH:8][C:7]=1[F:21] |f:1.2|. Procedure details: Synthesized according to general procedure 71. A solution of 2,2,2-trifluoro-N-(2-fluoro-4-(N-thiazol-2-ylsulfamoyl)phenyl)acetamide (2.0 g, 5.42 mmol), NaOH (2.17 g, 54.2 mmol), and H2O (9.7 mL) was stirred at RT for 1 h, then cooled to 0° C. 1 N hydrochloric acid (54.2 mL, 54.2 mmol) was added, and the reaction was stirred at 0° C. for 20 min. The formed precipitate was filtered off and dried under vacuum to give 4-amino-3-fluoro-N-(thiazol-2-yl)benzenesulfonamide (1.03 g, 70%). LC/MS (10%-99%... Starting materials: BrCC1CC1, CC1CCCN1CCCOc1cnc2c(c1)cc(C(=O)N1CCC(F)(F)CC1)n2S(C)(=O)=O, [H-], [Na+]. Product: CC1CCCN1CCCOc1cnc2c(c1)cc(C(=O)N1CCC(F)(F)CC1)n2CC1CC1. As a reaction SMILES: [CH:36]1([CH2:39][Br:40])[CH2:37][CH2:38]1.[F:1][C:2]1([F:33])[CH2:3][CH2:4][N:5]([C:8](=[O:9])[c:10]2[cH:11][c:12]3[c:13]([n:14][cH:15][c:16]([O:18][CH2:19][CH2:20][CH2:21][N:22]4[CH:23]([CH3:27])[CH2:24][CH2:25][CH2:26]4)[cH:17]3)[n:28]2[S:29]([CH3:30])(=[O:31])=[O:32])[CH2:6][CH2:7]1.[H-:34].[Na+:35]>>[F:1][C:2]1([F:33])[CH2:3][CH2:4][N:5]([C:8](=[O:9])[c:10]2[cH:11][c:12]3[c:13]([n:14][cH:15][c:16]([O:18][CH2:19][CH2:20][CH2:21][N:22]4[CH:23]([CH3:27])[CH2:24][CH2:25][CH2:26]4)[cH:17]3)[n:28]2[CH2:39][CH:36]2[CH2:37][CH2:38]2)[CH2:6][CH2:7]1.